Dataset: the Open Reaction Database (ORD), a public repository of structured organic reaction records. Task: describe an organic reaction: reactants, conditions, products, and yield Yields the product CC(Sc1cnn(C(C)(C)C)c(=O)c1Cl)c1ccc(C(C)(C)C)cc1. Starting materials: CC(Cl)c1ccc(C(C)(C)C)cc1, CC(C)(C)n1ncc(S)c(Cl)c1=O, CN(C)C=O. As a reaction SMILES: [C:14]([CH3:15])([CH3:16])([CH3:17])[c:18]1[cH:19][cH:20][c:21]([CH:22]([CH3:23])[Cl:24])[cH:25][cH:26]1.[C:1]([CH3:2])([CH3:3])([CH3:4])[n:5]1[n:6][cH:7][c:8]([SH:13])[c:9]([Cl:12])[c:10]1=[O:11].[CH3:27][N:28]([CH3:29])[CH:30]=[O:31]>>[C:1]([CH3:2])([CH3:3])([CH3:4])[n:5]1[n:6][cH:7][c:8]([S:13][CH:22]([c:21]2[cH:20][cH:19][c:18]([C:14]([CH3:15])([CH3:16])[CH3:17])[cH:26][cH:25]2)[CH3:23])[c:9]([Cl:12])[c:10]1=[O:11]. Reactants: FC1=C(C=C(C=C1)OC)C1=C(C=C(C=N1)CO)CC(C)(C)C ((6-(2-fluoro-5-methoxyphenyl)-5-neopentylpyridin-3-yl)methanol), C1(CC1)C(CC(=O)OC)C1=CC(=CC=C1)O (methyl 3-cyclopropyl-3-(3-hydroxyphenyl)propanoate), N(=NC(=O)N1CCCCC1)C(=O)N1CCCCC1 (1,1′-(azodicarbonyl)dipiperidine), C(CCC)P(CCCC)CCCC (tributylphosphine). Solvent: C1(=CC=CC=C1)C (toluene), CCCCCC.C(C)(=O)OCC (Hexane ethyl acetate). Conditions: time 60 hour. The product is C1(CC1)C(CC(=O)OC)C1=CC(=CC=C1)OCC=1C=NC(=C(C1)CC(C)(C)C)C1=C(C=CC(=C1)OC)F (methyl 3-cyclopropyl-3-(3-((6-(2-fluoro-5-methoxyphenyl)-5-neopentylpyridin-3-yl)methoxy)phenyl)propanoate). The yield is 86.4%. As a reaction SMILES: [F:1][C:2]1[CH:7]=[CH:6][C:5]([O:8][CH3:9])=[CH:4][C:3]=1[C:10]1[N:15]=[CH:14][C:13]([CH2:16][OH:17])=[CH:12][C:11]=1[CH2:18][C:19]([CH3:22])([CH3:21])[CH3:20].[CH:23]1([CH:26]([C:32]2[CH:37]=[CH:36][CH:35]=[C:34](O)[CH:33]=2)[CH2:27][C:28]([O:30][CH3:31])=[O:29])[CH2:25][CH2:24]1.N(C(N1CCCCC1)=O)=NC(N1CCCCC1)=O.C(P(CCCC)CCCC)CCC>C1(C)C=CC=CC=1.CCCCCC.C(OCC)(=O)C>[CH:23]1([CH:26]([C:32]2[CH:33]=[CH:34][CH:35]=[C:36]([O:17][CH2:16][C:13]3[CH:14]=[N:15][C:10]([C:3]4[CH:4]=[C:5]([O:8][CH3:9])[CH:6]=[CH:7][C:2]=4[F:1])=[C:11]([CH2:18][C:19]([CH3:22])([CH3:21])[CH3:20])[CH:12]=3)[CH:37]=2)[CH2:27][C:28]([O:30][CH3:31])=[O:29])[CH2:24][CH2:25]1 |f:5.6|. Procedure: Under a nitrogen atmosphere, to a solution of (6-(2-fluoro-5-methoxyphenyl)-5-neopentylpyridin-3-yl)methanol (100 mg) and methyl 3-cyclopropyl-3-(3-hydroxyphenyl)propanoate (73 mg) in toluene (4.7 mL) were added 1,1′-(azodicarbonyl)dipiperidine (133 mg) and tributylphosphine (130 μL), and the mixture was stirred at room temperature for 60 hr. Hexane/ethyl acetate (1:1) was added to the reaction mixture, and the resulting precipitate was filtered off. The solvent in the filtrate was evaporated un... Reactants: CC1=CC(C)C(C=O)CC1, CC(C)Cl, Cl, [Mg]. Product: CC1=CC(C)C(C=O)CC1, CC(C)[Mg+], [Cl-]. As a reaction SMILES: [CH3:6][CH:7]1[CH:8]([CH:14]=[O:15])[CH2:9][CH2:10][C:11]([CH3:13])=[CH:12]1.[Cl:1][CH:2]([CH3:3])[CH3:4].[ClH:16].[Mg:5]>>[CH3:6][CH:7]1[CH:8]([CH:14]=[O:15])[CH2:9][CH2:10][C:11]([CH3:13])=[CH:12]1.[CH:2]([CH3:3])([CH3:4])[Mg+:5].[Cl-:1]. The reactants are C(C)OP1(OC(C2=C1C=CC=C2)C)=O (1-ethoxy-3-methyl-1,3-dihydro-2,1-benzoxaphosphole-1-oxide). The solvent is O (water). The product is OP1(OC(C2=C1C=CC=C2)C)=O (1-hydroxy-3-methyl-1,3-dihydro-2,1-benzoxaphosphole-1-oxide). As a reaction SMILES: C([O:3][P:4]1(=[O:14])[C:8]2[CH:9]=[CH:10][CH:11]=[CH:12][C:7]=2[CH:6]([CH3:13])[O:5]1)C>O>[OH:14][P:4]1(=[O:3])[C:8]2[CH:9]=[CH:10][CH:11]=[CH:12][C:7]=2[CH:6]([CH3:13])[O:5]1. Procedure details: The 1-ethoxy-3-methyl-1,3-dihydro-2,1-benzoxaphosphole-1-oxide was added to 25 ml. of water and then heated on a steam bath for 1 hour. The reaction mixture was cooled, washed with chloroform and taken to dryness under vacuum to yield a clear oil which crystallized upon scratching. Recrystallization from acetone-ether yielded 1-hydroxy-3-methyl-1,3-dihydro-2,1-benzoxaphosphole-1-oxide as a white powder. A second crop was obtained from the filtrate to give a total yield of 2.4 g (67% yield) of 1-... Reactants: NC1=C(C#N)C=C(C(=C1)OC)OC (2-amino-4,5-dimethoxybenzonitrile), S(N)(=O)(=O)Cl (sulfamoyl chloride). As a reaction SMILES: [NH2:1][C:2]1[CH:9]=[C:8]([O:10][CH3:11])[C:7]([O:12][CH3:13])=[CH:6][C:3]=1[C:4]#[N:5].[S:14](Cl)(=[O:17])(=[O:16])[NH2:15]>>[C:4]([C:3]1[CH:6]=[C:7]([O:12][CH3:13])[C:8]([O:10][CH3:11])=[CH:9][C:2]=1[NH:1][S:14]([NH2:15])(=[O:17])=[O:16])#[N:5]. Reported procedure: Prepared as in Example 77a from 2-amino-4,5-dimethoxybenzonitrile and sulfamoyl chloride. 1H NMR (400 MHz, DMSO-d6) δ 3.77-3.80 (d, J=14.8, 6H), 7.05 (s, 1H), 7.06 (s, 1H), 7.29 (s, 1H), 9.15 (s, 1H). Yields the product C(#N)C1=C(C=C(C(=C1)OC)OC)NS(=O)(=O)N (N-(2-Cyano-4,5-dimethoxyphenyl)sulfamide). Starting materials: C(=O)(Cl)Cl (phosgene), ClC1=CC(=NC=N1)Cl.C=1C=CC=2C=C(C=CC2C1)N.CCOCC (dichloropyrimidine naphthylamine ether), saturated aqueous solution, C([O-])(O)=O.[Na+] (sodium bicarbonate), C(C)(C)(C)COC=1C(=CC=CC1)N (tert-butyl-ortho-anisidine). The solvent is ClCCl (dichloromethane), C1CCOC1 (THF). Reaction conditions: temperature 0 celsius, time 20 minute. Product: ClC1=NC=CC=N1.NC(=O)N (chloropyrimidine urea). Yield: 67.0%. As a reaction SMILES: Cl[C:2]1[N:7]=[CH:6][N:5]=[C:4](Cl)[CH:3]=1.C1C=CC2C=C(N)C=CC=2C=1.CC[O:22]CC.C(=O)(O)[O-].[Na+].C(Cl)([Cl:32])=O.C(COC1C(N)=CC=CC=1)(C)(C)C>ClCCl.C1COCC1>[Cl:32][C:6]1[N:5]=[CH:4][CH:3]=[CH:2][N:7]=1.[NH2:5][C:6]([NH2:7])=[O:22] |f:0.1.2,3.4,9.10|. Procedure details: The dichloropyrimidine-naphthylamine ether from above (1.04 g, 3.83 mmol, 1 equiv.) was dissolved in 100 mL dichloromethane and 75 mL of a saturated aqueous solution of sodium bicarbonate was added. The mixture was cooled to 0° C. Without stirring, phosgene (˜2 M in toluene, 6.7 mL, 13.4 mmol, 3.5 equiv.) was added via syringe to the organic layer in one portion. Stirring was resumed for 20 min, then the layers were separated. The organic layer was dried (Na2SO4), filtered, and the solvent was r... The reactants are CC(=O)O, Nc1ncnc2c1c(-c1ccc(Oc3ccccc3)cc1)nn2-c1cc[n+]([O-])cc1. The product is Nc1ncnc2c1c(-c1ccc(Oc3ccccc3)cc1)nn2-c1ccncc1. RXN SMILES: [CH3:31][C:32](=[O:33])[OH:34].[NH2:1][c:2]1[c:3]2[c:4]([n:5][cH:6][n:7]1)[n:8](-[c:24]1[cH:25][cH:26][n+:27]([O-:30])[cH:28][cH:29]1)[n:9][c:10]2-[c:11]1[cH:12][cH:13][c:14]([O:17][c:18]2[cH:19][cH:20][cH:21][cH:22][cH:23]2)[cH:15][cH:16]1>>[NH2:1][c:2]1[c:3]2[c:4]([n:5][cH:6][n:7]1)[n:8](-[c:24]1[cH:25][cH:26][n:27][cH:28][cH:29]1)[n:9][c:10]2-[c:11]1[cH:12][cH:13][c:14]([O:17][c:18]2[cH:19][cH:20][cH:21][cH:22][cH:23]2)[cH:15][cH:16]1. Reactants: O=C([O-])O, CS(=O)(=O)Cl, CCN(C(C)C)C(C)C, [Cl-], [Li+], [Na+], C1CCOC1, CN(C)S(=O)(=O)n1ccnc1CN(Cc1ccc(CO)cc1)Cc1nccn1S(=O)(=O)N(C)C. Yields the product CN(C)S(=O)(=O)n1ccnc1CN(Cc1ccc(CCl)cc1)Cc1nccn1S(=O)(=O)N(C)C. Reaction SMILES: [C:51](=[O:52])([O-:53])[OH:54].[CH3:44][S:45]([Cl:46])(=[O:47])=[O:48].[CH:35]([N:36]([CH:37]([CH3:38])[CH3:39])[CH2:40][CH3:41])([CH3:42])[CH3:43].[Cl-:50].[Li+:49].[Na+:55].[O:56]1[CH2:57][CH2:58][CH2:59][CH2:60]1.[OH:1][CH2:2][c:3]1[cH:4][cH:5][c:6]([CH2:7][N:8]([CH2:9][c:10]2[n:11]([S:15](=[O:16])(=[O:17])[N:18]([CH3:19])[CH3:20])[cH:12][cH:13][n:14]2)[CH2:21][c:22]2[n:23]([S:27](=[O:28])(=[O:29])[N:30]([CH3:31])[CH3:32])[cH:24][cH:25][n:26]2)[cH:33][cH:34]1>>[CH2:2]([c:3]1[cH:4][cH:5][c:6]([CH2:7][N:8]([CH2:9][c:10]2[n:11]([S:15](=[O:16])(=[O:17])[N:18]([CH3:19])[CH3:20])[cH:12][cH:13][n:14]2)[CH2:21][c:22]2[n:23]([S:27](=[O:28])(=[O:29])[N:30]([CH3:31])[CH3:32])[cH:24][cH:25][n:26]2)[cH:33][cH:34]1)[Cl:46]. Run in CS(=O)C (dimethylsulfoxide). Reported procedure: 2.8 gm (10 mmols) of 2-(4-hydroxyphenyl)-3-methyl-6-methoxy-3,4-dihydro-quinazolin-4-one were dissolved in 20 ml of dimethylsulfoxide, and the solution was mixed, while stirring, with 1.35 gm (10 mmols+20%) of potassium tert. butylate. Subsequently, 2.8 ml of epibromohydrin were added, and the reaction mixture was stirred at room temperature until the reaction had gone to completion. After pouring the reaction mixture into ice water, the crystalline precipitate formed thereby was suction-filtere... The reactants are ice water, OC1=CC=C(C=C1)C1=NC2=CC=C(C=C2C(N1C)=O)OC (2-(4-hydroxyphenyl)-3-methyl-6-methoxy-3,4-dihydro-quinazolin-4-one), C(Br)C1CO1 (epibromohydrin), potassium tert. butylate. Product: O1C(C1C)OC1=CC=C(C=C1)C1=NC2=CC=C(C=C2C(N1C)=O)OC (2-[4-(1,2-Epoxy-propoxy)-phenyl]-3-methyl-6-methoxy-3,4-dihydro-quinazolin-4-one). Reaction SMILES: [OH:1][C:2]1[CH:7]=[CH:6][C:5]([C:8]2[N:17]([CH3:18])[C:16](=[O:19])[C:15]3[C:10](=[CH:11][CH:12]=[C:13]([O:20][CH3:21])[CH:14]=3)[N:9]=2)=[CH:4][CH:3]=1.[CH2:22]([CH:24]1[O:26][CH2:25]1)Br>CS(C)=O>[O:26]1[CH:24]([CH3:22])[CH:25]1[O:1][C:2]1[CH:7]=[CH:6][C:5]([C:8]2[N:17]([CH3:18])[C:16](=[O:19])[C:15]3[C:10](=[CH:11][CH:12]=[C:13]([O:20][CH3:21])[CH:14]=3)[N:9]=2)=[CH:4][CH:3]=1. The reactants are ClC1=NC(=CC2=CC=CC=C12)NC1=NNC(=C1)C ((1-chloro-isoquinolin-3-yl)-(5-methyl-1H-pyrazol-3-yl)-amine), C(C)(=O)NC1=CC=C(C=C1)B(O)O (4-acetylamino-phenylboronic acid). The product is CC1=CC(=NN1)NC=1N=C(C2=CC=CC=C2C1)C1=CC=C(C=C1)NC(C)=O (N-{4-[3-(5-methyl-1H-pyrazol-3-ylamino)-isoquinolin-1-yl]-phenyl}-acetamide). As a reaction SMILES: Cl[C:2]1[C:11]2[C:6](=[CH:7][CH:8]=[CH:9][CH:10]=2)[CH:5]=[C:4]([NH:12][C:13]2[CH:17]=[C:16]([CH3:18])[NH:15][N:14]=2)[N:3]=1.[C:19]([NH:22][C:23]1[CH:28]=[CH:27][C:26](B(O)O)=[CH:25][CH:24]=1)(=[O:21])[CH3:20]>>[CH3:18][C:16]1[NH:15][N:14]=[C:13]([NH:12][C:4]2[N:3]=[C:2]([C:26]3[CH:27]=[CH:28][C:23]([NH:22][C:19](=[O:21])[CH3:20])=[CH:24][CH:25]=3)[C:11]3[C:6]([CH:5]=2)=[CH:7][CH:8]=[CH:9][CH:10]=3)[CH:17]=1. Procedure details: Similar procedure as described in example 131 was used, starting from (1-chloro-isoquinolin-3-yl)-(5-methyl-1H-pyrazol-3-yl)-amine and 4-acetylamino-phenylboronic acid to give N-{4-[3-(5-methyl-1H-pyrazol-3-ylamino)-isoquinolin-1-yl]-phenyl}-acetamide. LC-MS m/e 358(MH+).